From a dataset of the Open Reaction Database (ORD), a public repository of structured organic reaction records. describe an organic reaction: reactants, conditions, products, and yield Reactants: NC1=C2NC(N(C2=NC(=N1)OCCCC)CCCCNS(=O)(=O)C1=CC=C(C=C1)CCC(=O)OC)=O (Methyl 3-[4-({[4-(6-amino-2-butoxy-8-oxo-7,8-dihydro-9H-purin-9-yl)butyl]amino}sulfonyl)phenyl]propanoate), [OH-].[Li+] (lithium hydroxide), O1CCCC1 (tetrahydrofuran), O (water). The solvent is C(C)(=O)O (acetic acid). Reaction conditions: time 16 hour. Product: NC1=C2NC(N(C2=NC(=N1)OCCCC)CCCCNS(=O)(=O)C1=CC=C(C=C1)CCC(=O)O)=O (3-[4-({[4-(6-Amino-2-butoxy-8-oxo-7,8-dihydro-9H-purin-9-yl)butyl]amino}sulfonyl)phenyl]propionic acid). As a reaction SMILES: [NH2:1][C:2]1[N:10]=[C:9]([O:11][CH2:12][CH2:13][CH2:14][CH3:15])[N:8]=[C:7]2[C:3]=1[NH:4][C:5](=[O:36])[N:6]2[CH2:16][CH2:17][CH2:18][CH2:19][NH:20][S:21]([C:24]1[CH:29]=[CH:28][C:27]([CH2:30][CH2:31][C:32]([O:34]C)=[O:33])=[CH:26][CH:25]=1)(=[O:23])=[O:22].[OH-].[Li+].O1CCCC1.O>C(O)(=O)C>[NH2:1][C:2]1[N:10]=[C:9]([O:11][CH2:12][CH2:13][CH2:14][CH3:15])[N:8]=[C:7]2[C:3]=1[NH:4][C:5](=[O:36])[N:6]2[CH2:16][CH2:17][CH2:18][CH2:19][NH:20][S:21]([C:24]1[CH:25]=[CH:26][C:27]([CH2:30][CH2:31][C:32]([OH:34])=[O:33])=[CH:28][CH:29]=1)(=[O:22])=[O:23] |f:1.2|. Procedure: The compound obtained in Example 2-11 (100 mg) and lithium hydroxide (17 mg) were added to tetrahydrofuran (4 ml) and water (2 ml) and the mixture was stirred at room temperature for 16 hours. To the reaction solution was added acetic acid (2 ml) and the mixture was concentrated under reduced pressure. The residue was purified by RPHPLC and appropriate fractions were concentrated under reduced pressure to give the titled compound as a white solid. Yield: 40 mg (41%); mp 210-211° C., MS APCI+ve 5... Reactants: C1(=CC=CC=C1)P(Cl)Cl (phenylphosphonous dichloride), C(C)O (ethanol), N1=CC=CC=C1 (pyridine), CCOCC (ether). Yields the product C1(=CC=CC=C1)P(OCC)C1=CC=CC=C1 (Ethyl Diphenylphosphinite). Reaction SMILES: [C:1]1([P:7](Cl)Cl)[CH:6]=[CH:5][CH:4]=[CH:3][CH:2]=1.[CH2:10]([OH:12])[CH3:11].N1[CH:18]=[CH:17][CH:16]=[CH:15][CH:14]=1.[CH3:19]COCC>>[C:1]1([P:7]([C:14]2[CH:19]=[CH:18][CH:17]=[CH:16][CH:15]=2)[O:12][CH2:10][CH3:11])[CH:6]=[CH:5][CH:4]=[CH:3][CH:2]=1. Procedure details: A solution of phenylphosphonous dichloride (66 g, 0.37 mol) in dry ether (100 mL) was treated dropwise with a solution of ethanol (21.6 mL, 0.37 mol) and pyridine (29.6 mL) was added slowly. The reaction mixture was filtered, washed with ether, and the ether evaporated to give an oil. The oil was distilled in the Kugelrohr and then through a short Vigreux column at 95°-98° C. (0.05 mmHg); lit. (T. L. Emmick et al., J. Am. Chem. Soc., 1968, 90, 3459) 102103° C. (0.2 mmHg). Yield 44.3 g (70%). 1H ... Starting materials: S(=O)(Cl)Cl (thionyl chloride), CN(C)C=O (DMF), ClC=1C(=NC=C(C1)C(F)(F)F)OC1=CC=C(O[C@@H](C(=O)O)C)C=C1 ((R)-2-[4-(3-chloro-5-trifluoromethyl-2-pyridyloxy)phenoxy]propionic acid). Run in CCOCC (ether). Conditions: time 5 hour. Product: ClC=1C(=NC=C(C1)C(F)(F)F)OC1=CC=C(O[C@@H](C(=O)Cl)C)C=C1 ((R)-2-[4-(3-chloro-5-trifluoromethyl-2-pyridyloxy)phenoxy]propionic acid chloride). Reaction SMILES: [Cl:1][C:2]1[C:3]([O:12][C:13]2[CH:24]=[CH:23][C:16]([O:17][C@H:18]([CH3:22])[C:19](O)=[O:20])=[CH:15][CH:14]=2)=[N:4][CH:5]=[C:6]([C:8]([F:11])([F:10])[F:9])[CH:7]=1.S(Cl)([Cl:27])=O.CN(C=O)C>CCOCC>[Cl:1][C:2]1[C:3]([O:12][C:13]2[CH:24]=[CH:23][C:16]([O:17][C@H:18]([CH3:22])[C:19]([Cl:27])=[O:20])=[CH:15][CH:14]=2)=[N:4][CH:5]=[C:6]([C:8]([F:11])([F:10])[F:9])[CH:7]=1. Procedure details: To a solution of 1.06 g (2.94 mmol) of (R)-2-[4-(3-chloro-5-trifluoromethyl-2-pyridyloxy)phenoxy]propionic acid in 5 ml of dry ether under a nitrogen atmosphere and cooled to 0° is added 400 μl (5.50 mmol, 0.66 g) of thionyl chloride and 50 μl of DMF. After 5 hours at 0°, the reaction is stirred at RT overnight. The ether solution of acid chloride is then removed from the oily residue, and the ether and excess thionyl chloride are removed by rotoevaporation to give (R)-2-[4-(3-chloro-5-trifluoro... Starting materials: O.ClC=1C(=CC2=C(NC(=NS2(=O)=O)N2C=NC=C2)C1)Cl (6,7-Dichloro-3-(imidazol-1-yl)-4H-1,2,4-benzothiadiazine 1,1-dioxide monohydrate), C1(CCC1)N (cyclobutylamine). Reaction SMILES: O.[Cl:2][C:3]1[C:4]([Cl:20])=[CH:5][C:6]2[S:11](=[O:13])(=[O:12])[N:10]=[C:9]([N:14]3[CH:18]=[CH:17]N=C3)[NH:8][C:7]=2[CH:19]=1.[CH:21]1(N)CC[CH2:22]1>>[CH:18]1([NH:14][C:9]2[NH:8][C:7]3[CH:19]=[C:3]([Cl:2])[C:4]([Cl:20])=[CH:5][C:6]=3[S:11](=[O:12])(=[O:13])[N:10]=2)[CH2:17][CH2:22][CH2:21]1 |f:0.1|. Product: C1(CCC1)NC1=NS(C2=C(N1)C=C(C(=C2)Cl)Cl)(=O)=O (3-Cyclobutylamino-6,7-dichloro-4H-1,2,4-benzothiadiazine 1,1-dioxide). Procedure: 6,7-Dichloro-3-(imidazol-1-yl)-4H-1,2,4-benzothiadiazine 1,1-dioxide monohydrate was treated with cyclobutylamine according to the general procedure Method D to give the title compound; m.p. 320-326° C.; IR (KBr): 3290, 3163, 3068, 2979, 2952, 1631, 1580, 1556, 1460, 1331, 1251, 1166, 1152, 1137, 1128 cm−1. Starting materials: 23(iii), [N+](=O)([O-])C1=CC=C(COC(=O)NC=N)C=C1 (N-(4-nitrobenzyloxycarbonyl)formamidine), 23(iv), Cl.COC1=CC=C(CS[C@H]2C[C@H](N(C2)C(=O)OCC2=CC=C(C=C2)[N+](=O)[O-])C(N([C@@H]2CNCC2)C)=O)C=C1 ((2S,4S)-4-(4-methoxybenzylthio)-1-(4-nitrobenzyloxycarbonyl)-2-[N-methyl-N-[(3S)-pyrrolidin-3-yl]carbamoyl]pyrrolidine hydrochloride). Yields the product S[C@H]1C[C@H](N(C1)C(=O)OCC1=CC=C(C=C1)[N+](=O)[O-])C(N([C@@H]1CN(CC1)C=NC(=O)OCC1=CC=C(C=C1)[N+](=O)[O-])C)=O ((2S,4S)-4-Mercapto-2-{N-methyl-N-[(3S)-1-(N-4-nitrobenzyloxycarbonylformimidoyl)pyrrolidin-3-yl]carbamoyl}-1-(4-nitrobenzyloxycarbonyl)pyrrolidine). The yield is 57.0%. RXN SMILES: Cl.COC1C=CC(C[S:9][C@@H:10]2[CH2:14][N:13]([C:15]([O:17][CH2:18][C:19]3[CH:24]=[CH:23][C:22]([N+:25]([O-:27])=[O:26])=[CH:21][CH:20]=3)=[O:16])[C@H:12]([C:28](=[O:36])[N:29]([CH3:35])[C@H:30]3[CH2:34][CH2:33][NH:32][CH2:31]3)[CH2:11]2)=CC=1.[N+:39]([C:42]1[CH:54]=[CH:53][C:45]([CH2:46][O:47][C:48]([NH:50][CH:51]=N)=[O:49])=[CH:44][CH:43]=1)([O-:41])=[O:40]>>[SH:9][C@@H:10]1[CH2:14][N:13]([C:15]([O:17][CH2:18][C:19]2[CH:20]=[CH:21][C:22]([N+:25]([O-:27])=[O:26])=[CH:23][CH:24]=2)=[O:16])[C@H:12]([C:28](=[O:36])[N:29]([CH3:35])[C@H:30]2[CH2:34][CH2:33][N:32]([CH:51]=[N:50][C:48]([O:47][CH2:46][C:45]3[CH:53]=[CH:54][C:42]([N+:39]([O-:41])=[O:40])=[CH:43][CH:44]=3)=[O:49])[CH2:31]2)[CH2:11]1 |f:0.1|. Procedure: Following a procedure similar to that described in Preparations 23(iii) and 23(iv), but using 1.00 g of (2S,4S)-4-(4-methoxybenzylthio)-1-(4-nitrobenzyloxycarbonyl)-2-[N-methyl-N-[(3S)-pyrrolidin-3-yl]carbamoyl]pyrrolidine hydrochloride and 405 mg of N-(4-nitrobenzyloxycarbonyl)formamidine, 620 mg of the title compound were obtained as a powder. Reactants: BrC/1=CC(O\C1=C/Br)=O ((Z)-4-bromo-5-(bromomethylene)furan-2(5H)-one), S1C=C(C=C1)B(O)O (3-thiopheneboronic acid), [F-].[Cs+] (cesium fluoride). The reagents and catalysts are [I-].C(CCC)[N+](CCCC)(CCCC)CCCC (tetrabutylammonium iodide), Cl[Pd]([P](C1=CC=CC=C1)(C2=CC=CC=C2)C3=CC=CC=C3)([P](C4=CC=CC=C4)(C5=CC=CC=C5)C6=CC=CC=C6)Cl (trans-dichlorobis(triphenylphosphine)palladium). Run in C1(=CC=CC=C1)C (toluene), O (water), [Cl-].[Na+].O (Brine). Reaction conditions: time 72 hour. The product is S1C=C(C=C1)C/1=CC(O\C1=C/C1=CSC=C1)=O ((Z)-4-(Thiophen-3-yl)-5-(thiophen-3-ylmethylene)furan-2(5H)-one). RXN SMILES: Br[C:2]1=[CH:3][C:4](=[O:9])[O:5]/[C:6]/1=[CH:7]\Br.[S:10]1[CH:14]=[CH:13][C:12](B(O)O)=[CH:11]1.[F-].[Cs+]>[I-].C([N+](CCCC)(CCCC)CCCC)CCC.C1(C)C=CC=CC=1.O.[Cl-].[Na+].O.Cl[Pd](Cl)([P](C1C=CC=CC=1)(C1C=CC=CC=1)C1C=CC=CC=1)[P](C1C=CC=CC=1)(C1C=CC=CC=1)C1C=CC=CC=1>[S:10]1[CH:14]=[CH:13][C:12]([C:2]2=[CH:3][C:4](=[O:9])[O:5]/[C:6]/2=[CH:7]\[C:12]2[CH:13]=[CH:14][S:10][CH:11]=2)=[CH:11]1 |f:2.3,4.5,8.9.10,^1:51,70|. Procedure details: A mixture containing (Z)-4-bromo-5-(bromomethylene)furan-2(5H)-one (0.502 g, 1.977 mmol), 3-thiopheneboronic acid (0.553 g, 4.322 mmol), trans-dichlorobis(triphenylphosphine)palladium (II) (0.068 g, 9.688×10−2 mmol), tetrabutylammonium iodide (0.037 g, 1.137×10−1 mmol) and cesium fluoride (1.221 g, 8.038 mmol) in toluene (10 mL) and water (10 mL) was stirred at room temperature for 72 h under nitrogen. Brine (50 mL) was added and the product extracted with ethyl acetate (3×50 mL). The organic fr... The reactants are Cc1c(Br)c2cccc(F)c2c(=O)n1Cc1ncco1, C=O, CC(=O)[O-], CC(=O)[O-], Cc1ccccc1, [Na+], [Na+], O=C([O-])[O-], OCc1ccccc1, [Pd+2], CC1(C)c2cccc(P(c3ccccc3)c3ccccc3)c2Oc2c(P(c3ccccc3)c3ccccc3)cccc21. The product is Cc1c(C(=O)O)c2cccc(F)c2c(=O)n1Cc1ncco1. RXN SMILES: [Br:49][c:50]1[c:51]([CH3:68])[n:52]([CH2:62][c:63]2[o:64][cH:65][cH:66][n:67]2)[c:53](=[O:61])[c:54]2[c:55]([F:60])[cH:56][cH:57][cH:58][c:59]12.[C:84]=[O:85].[C:86]([O-:87])(=[O:88])[CH3:89].[C:91]([O-:92])(=[O:93])[CH3:94].[CH3:77][c:78]1[cH:79][cH:80][cH:81][cH:82][cH:83]1.[Na+:43].[Na+:44].[O-:45][C:46]([O-:47])=[O:48].[OH:69][CH2:70][c:71]1[cH:72][cH:73][cH:74][cH:75][cH:76]1.[Pd+2:90].[c:1]1([P:2]([c:3]2[cH:4][cH:5][cH:6][cH:7][cH:8]2)[c:9]2[c:10]3[c:34]([cH:35][cH:36][cH:37]2)[C:31]([CH3:32])([CH3:33])[c:13]2[c:12]([c:17]([P:18]([c:19]4[cH:20][cH:21][cH:22][cH:23][cH:24]4)[c:25]4[cH:26][cH:27][cH:28][cH:29][cH:30]4)[cH:16][cH:15][cH:14]2)[O:11]3)[cH:38][cH:39][cH:40][cH:41][cH:42]1>>[OH:45][C:46](=[O:48])[c:50]1[c:51]([CH3:68])[n:52]([CH2:62][c:63]2[o:64][cH:65][cH:66][n:67]2)[c:53](=[O:61])[c:54]2[c:55]([F:60])[cH:56][cH:57][cH:58][c:59]12. RXN SMILES: [CH3:1][C:2]1([CH3:15])[CH2:11][CH2:10][C:9]2[C:4](=[CH:5][CH:6]=[C:7]([C:12](=[O:14])C)[CH:8]=2)[O:3]1.[O:16]1CCOCC1.Cl[O-].[Na+].[OH-].[Na+]>O>[CH3:15][C:2]1([CH3:1])[CH2:11][CH2:10][C:9]2[C:4](=[CH:5][CH:6]=[C:7]([C:12]([OH:14])=[O:16])[CH:8]=2)[O:3]1 |f:2.3,4.5|. Starting materials: Cl[O-].[Na+] (sodium hypochlorite), CC1(OC2=CC=C(C=C2CC1)C(C)=O)C (2,2-dimethyl-6-acetylchroman), CC1(OC2=CC=C(C=C2CC1)C(C)=O)C (2,2-dimethyl-6-acetylchroman), O1CCOCC1 (dioxane), Cl[O-].[Na+] (sodium hypochlorite), solution, [OH-].[Na+] (NaOH). Product: CC1(OC2=CC=C(C=C2CC1)C(=O)O)C (2,2-Dimethyl-6-carboxychroman). Procedure details: A mixture of 5.8 g (28.4 mmol) of 2,2-dimethyl-6-acetylchroman (Compound 57), 75 ml of dioxane, 300 ml of 10% sodium hypochlorite solution and 50 ml of a 20% solution of NaOH in water was heated at 65° C. for 0.5 hour. The mixture was then treated with another 200 ml of 10% sodium hypochlorite solution and then heated at 65° C. for a further 65 hours. The mixture was cooled to room temperature and washed with ether. The aqueous layer was then treated with sodium metabisulphite solution until it ... The solvent is O (water). Reaction conditions: temperature 65 celsius, time 48 hour.